This data is from the Open Reaction Database (ORD), a public repository of structured organic reaction records. The task is: describe an organic reaction: reactants, conditions, products, and yield Reactants: BrCCCOC=1C=C(C=CC1)C1=NOC2=C1SC=C2 (3-[3-(3-bromo-propoxy)-phenyl]-thieno[2,3-d]isoxazole), C([O-])([O-])=O.[K+].[K+] (potassium carbonate), FC=1C=C(CN)C=CC1F (3,4-difluorobenzylamine). Run in C(C)#N (acetonitrile). The product is FC=1C=C(CNCCCOC2=CC(=CC=C2)C2=NOC3=C2SC=C3)C=CC1F ((3,4-difluoro-benzyl)-[3-(3-thieno[2,3-d]isoxazol-3-yl-phenoxy)-propyl]-amine). RXN SMILES: Br[CH2:2][CH2:3][CH2:4][O:5][C:6]1[CH:7]=[C:8]([C:12]2[C:16]3[S:17][CH:18]=[CH:19][C:15]=3[O:14][N:13]=2)[CH:9]=[CH:10][CH:11]=1.C(=O)([O-])[O-].[K+].[K+].[F:26][C:27]1[CH:28]=[C:29]([CH:32]=[CH:33][C:34]=1[F:35])[CH2:30][NH2:31]>C(#N)C>[F:26][C:27]1[CH:28]=[C:29]([CH:32]=[CH:33][C:34]=1[F:35])[CH2:30][NH:31][CH2:2][CH2:3][CH2:4][O:5][C:6]1[CH:11]=[CH:10][CH:9]=[C:8]([C:12]2[C:16]3[S:17][CH:18]=[CH:19][C:15]=3[O:14][N:13]=2)[CH:7]=1 |f:1.2.3|. Procedure: The title compound is prepared from 3-[3-(3-bromo-propoxy)-phenyl]-thieno[2,3-d]isoxazole, potassium carbonate, 3,4-difluorobenzylamine and acetonitrile essentially as described above in example 48. Purity by LC/MS (APCI)=98%, [M+H]+=401. The reactants are C[SiH](C)OC(CCC1C(O)COC1c1cccnc1)C(C)(C)C, [Cl-], ICc1ccc(-c2ccccc2)cc1, [KH], [NH4+], C1CCOC1. Product: C[SiH](C)OC(CCC1C(OCc2ccc(-c3ccccc3)cc2)COC1c1cccnc1)C(C)(C)C. Reaction SMILES: [C:2]([CH3:3])([CH3:4])([CH3:5])[CH:6]([CH2:7][CH2:8][CH:9]1[CH:10]([c:15]2[cH:16][n:17][cH:18][cH:19][cH:20]2)[O:11][CH2:12][CH:13]1[OH:14])[O:21][SiH:22]([CH3:23])[CH3:24].[Cl-:39].[I:25][CH2:26][c:27]1[cH:28][cH:29][c:30](-[c:33]2[cH:34][cH:35][cH:36][cH:37][cH:38]2)[cH:31][cH:32]1.[KH:1].[NH4+:40].[O:41]1[CH2:42][CH2:43][CH2:44][CH2:45]1>>[C:2]([CH3:3])([CH3:4])([CH3:5])[CH:6]([CH2:7][CH2:8][CH:9]1[CH:10]([c:15]2[cH:16][n:17][cH:18][cH:19][cH:20]2)[O:11][CH2:12][CH:13]1[O:14][CH2:26][c:27]1[cH:28][cH:29][c:30](-[c:33]2[cH:34][cH:35][cH:36][cH:37][cH:38]2)[cH:31][cH:32]1)[O:21][SiH:22]([CH3:23])[CH3:24]. Reactants: N(N)C1=CC(N(C(N1CC(C)C)=O)C)=O (6-hydrazino-1-isobutyl-3-methylpyrimidine-2,4(1H,3H)-dione), CC=1C=C2C(=CNC2=CC1)C=O (5-methyl-1H-indole-3-carbaldehyde), CN1C(=NC=C1)C=O (1-methyl-1H-imidazole-2-carbaldehyde). The product is C(C(C)C)N1C(N(C(C=2C1=NN(C2C=2N(C=CN2)C)CC2=CNC1=CC=C(C=C21)C)=O)C)=O (7-isobutyl-5-methyl-3-(1-methyl-1H-imidazol-2-yl)-2-[(5-methyl-1H-indol-3-yl)methyl]-2H-pyrazolo[3,4-d]pyrimidine-4,6(5H,7H)-dione). Reaction SMILES: [NH:1]([C:3]1[N:8]([CH2:9][CH:10]([CH3:12])[CH3:11])[C:7](=[O:13])[N:6]([CH3:14])[C:5](=[O:15])[CH:4]=1)[NH2:2].[CH3:16][C:17]1[CH:18]=[C:19]2[C:23](=[CH:24][CH:25]=1)[NH:22][CH:21]=[C:20]2[CH:26]=O.[CH3:28][N:29]1[CH:33]=[CH:32][N:31]=[C:30]1[CH:34]=O>>[CH2:9]([N:8]1[C:3]2=[N:1][N:2]([CH2:26][C:20]3[C:19]4[C:23](=[CH:24][CH:25]=[C:17]([CH3:16])[CH:18]=4)[NH:22][CH:21]=3)[C:34]([C:30]3[N:29]([CH3:28])[CH:33]=[CH:32][N:31]=3)=[C:4]2[C:5](=[O:15])[N:6]([CH3:14])[C:7]1=[O:13])[CH:10]([CH3:11])[CH3:12]. Procedure: This compound was made following the procedure described above, starting with 6-hydrazino-1-isobutyl-3-methylpyrimidine-2,4(1H,3H)-dione, and condensing first with 5-methyl-1H-indole-3-carbaldehyde, followed by 1-methyl-1H-imidazole-2-carbaldehyde. Mass: 446.26 (M+H). Starting materials: CC=1SC=C(N1)C(=O)NC=1C2=CN(N=C2C=C(C1)B1OC(CC(O1)(C)C)(C)C)C1OCCCC1 (2-Methyl-N-[2-(tetrahydro-2H-pyran-2-yl)-6-(4,4,6,6-tetramethyl-1,3,2-dioxaborinan-2-yl)-2H-indazol-4-yl]-1,3-thiazole-4-carboxamide), C([O-])([O-])=O.[Na+].[Na+] (sodium carbonate), BrC=1C=C2C(=NC1)C=CO2 (6-bromofuro[3,2-b]pyridine), O1CCOCC1 (1,4-Dioxane). Reagents/catalysts: C1=CC=C(C=C1)P([C-]2C=CC=C2)C3=CC=CC=C3.C1=CC=C(C=C1)P([C-]2C=CC=C2)C3=CC=CC=C3.Cl[Pd]Cl.[Fe+2] (Pd(dppf)Cl2). Solvent: O (water). Reaction conditions: temperature 140 celsius, time 8 hour. The product is O1C=CC2=NC=C(C=C21)C2=CC(=C1C=NNC1=C2)NC(=O)C=2N=C(SC2)C (N-(6-Furo[3,2-b]pyridin-6-yl-1H-indazol-4-yl)-2-methyl-1,3-thiazole-4-carboxamide). As a reaction SMILES: [CH3:1][C:2]1[S:3][CH:4]=[C:5]([C:7]([NH:9][C:10]2[C:11]3[C:15]([CH:16]=[C:17](B4OC(C)(C)CC(C)(C)O4)[CH:18]=2)=[N:14][N:13](C2CCCCO2)[CH:12]=3)=[O:8])[N:6]=1.Br[C:36]1[CH:37]=[C:38]2[O:44][CH:43]=[CH:42][C:39]2=[N:40][CH:41]=1.O1CCOCC1.C(=O)([O-])[O-].[Na+].[Na+]>O.C1C=CC(P(C2C=CC=CC=2)[C-]2C=CC=C2)=CC=1.C1C=CC(P(C2C=CC=CC=2)[C-]2C=CC=C2)=CC=1.Cl[Pd]Cl.[Fe+2]>[O:44]1[C:38]2[C:39](=[N:40][CH:41]=[C:36]([C:17]3[CH:16]=[C:15]4[C:11]([CH:12]=[N:13][NH:14]4)=[C:10]([NH:9][C:7]([C:5]4[N:6]=[C:2]([CH3:1])[S:3][CH:4]=4)=[O:8])[CH:18]=3)[CH:37]=2)[CH:42]=[CH:43]1 |f:3.4.5,7.8.9.10|. Procedure: 2-Methyl-N-[2-(tetrahydro-2H-pyran-2-yl)-6-(4,4,6,6-tetramethyl-1,3,2-dioxaborinan-2-yl)-2H-indazol-4-yl]-1,3-thiazole-4-carboxamide (50 mg), 6-bromofuro[3,2-b]pyridine (21 mg) and Pd(dppf)Cl2 (8 mg) were combined in a microwave vial. 1,4-Dioxane (0.5 ml) was added followed by sodium carbonate (44 mg) dissolved in water (0.5 ml). The reaction was heated in the microwave at 140° C. for 20 min. The reaction was filtered through a silica cartridge (1 g) washing with DCM:methanol (3:1). The solvent ... The reactants are [OH-].[K+] (KOH), C(=S)=S (carbon disulfide), ClC=1C=C(C(=CC1I)N)N (4-chloro-5-iodobenzene-1,2-diamine). Solvent: O (water), CCO (EtOH). Product: ClC1=CC2=C(NC(N2)=S)C=C1I (5-chloro-6-iodo-1,3-dihydro-2H-benzimidazole-2-thione). Reaction SMILES: [OH-].[K+].[C:3](=[S:5])=S.[Cl:6][C:7]1[CH:8]=[C:9]([NH2:15])[C:10]([NH2:14])=[CH:11][C:12]=1[I:13]>O.CCO>[Cl:6][C:7]1[C:12]([I:13])=[CH:11][C:10]2[NH:14][C:3](=[S:5])[NH:15][C:9]=2[CH:8]=1 |f:0.1|. Procedure details: KOH (15.7 g, 238 mmol) in water (50 mL), followed by carbon disulfide (14.4 mL, 238 mmol), was added to a solution of 4-chloro-5-iodobenzene-1,2-diamine (50 g, 198 mmol) in EtOH (300 mL). The mixture was heated at reflux for 3 h, cooled and filtered. To the filtrate was added water (300 mL) and then AcOH (25 mL) in water (50 mL). The resulting precipitate was collected, washed with water and a small amount of EtOH, and then dried to afford the desired product as a brown powder, which was used in... Reactants: Cl.ON (Hydroxyl amine hydrochloride), C([O-])(O)=O.[Na+] (sodium bicarbonate), OCC=1C=C(C#N)C=CC1 (3-(hydroxymethyl)benzonitrile). Yield: 105.7%. RXN SMILES: Cl.[OH:2][NH2:3].C(=O)(O)[O-].[Na+].[OH:9][CH2:10][C:11]1[CH:12]=[C:13]([CH:16]=[CH:17][CH:18]=1)[C:14]#[N:15]>CO>[OH:2][N:3]=[C:14]([C:13]1[CH:16]=[CH:17][CH:18]=[C:11]([CH2:10][OH:9])[CH:12]=1)[NH2:15] |f:0.1,2.3|. Procedure: Hydroxyl amine hydrochloride (2.29 g, 32.9 mmol) and sodium bicarbonate (5.52 g, 65.8 mmol) were added to 3-(hydroxymethyl)benzonitrile (2.19 g, 16.4 mmol) and methanol (30 mL) and stirred at reflux for 18 hours. The reaction mixture was cooled to ambient temperature and filtered. The filtrate was concentrated in vacuo to give the title compound (2.88 g, 100% yield) as a solid. Solvent: CO (methanol). The product is ON=C(N)C1=CC(=CC=C1)CO (N′-Hydroxy-3-(hydroxymethyl)benzenecarboximidamide).